describe an organic reaction: reactants, conditions, products, and yield From a dataset of the Open Reaction Database (ORD), a public repository of structured organic reaction records. Reactants: ClC1=CC=C(OCC2OC2)C=C1 ((4-chlorophenoxymethyl)oxirane), Cl.N1CC(CC1)CN1C(NC2=C1C=CC=C2)=O (1,3-dihydro-1-(3-pyrrolidinylmethyl)-2H-benzimidazol-2-one monohydrochloride), C([O-])([O-])=O.[Na+].[Na+] (sodium carbonate). The solvent is CC(C)O (2-propanol). The product is ClC1=CC=C(OCC(CN2CC(CC2)CN2C(NC3=C2C=CC=C3)=O)O)C=C1 (1-{1-[3-(4-chlorophenoxy)-2-hydroxypropyl]-3-pyrrolidinylmethyl}-1,3-dihydro-2H-benzimidazol-2-one). Yield: 35.0%. RXN SMILES: [Cl:1][C:2]1[CH:12]=[CH:11][C:5]([O:6][CH2:7][CH:8]2[CH2:10][O:9]2)=[CH:4][CH:3]=1.Cl.[NH:14]1[CH2:18][CH2:17][CH:16]([CH2:19][N:20]2[C:24]3[CH:25]=[CH:26][CH:27]=[CH:28][C:23]=3[NH:22][C:21]2=[O:29])[CH2:15]1.C(=O)([O-])[O-].[Na+].[Na+]>CC(O)C>[Cl:1][C:2]1[CH:12]=[CH:11][C:5]([O:6][CH2:7][CH:8]([OH:9])[CH2:10][N:14]2[CH2:18][CH2:17][CH:16]([CH2:19][N:20]3[C:24]4[CH:25]=[CH:26][CH:27]=[CH:28][C:23]=4[NH:22][C:21]3=[O:29])[CH2:15]2)=[CH:4][CH:3]=1 |f:1.2,3.4.5|. Reported procedure: A mixture of 4 parts of (4-chlorophenoxymethyl)oxirane, 5 parts of 1,3-dihydro-1-(3-pyrrolidinylmethyl)-2H-benzimidazol-2-one monohydrochloride, 6 parts of sodium carbonate and 80 parts of 2-propanol is stirred and refluxed for 5 hours. The reaction mixture is cooled, filtered and the filtrate is evaporated. The residue is crystallized from 4-methyl-2-pentanone, yielding 2.8 parts (35%) of 1-{1-[3-(4-chlorophenoxy)-2-hydroxypropyl]-3-pyrrolidinylmethyl}-1,3-dihydro-2H-benzimidazol-2-one; mp. 129... Starting materials: N1=CC=C(C=C1)C=O (4-pyridinecarboxaldehyde), FC(C(=O)OC(C(F)(F)F)=O)(F)F (trifluoroacetic anhydride), C(C)(C)NC(C)C (diisopropylamine), solution, C(CCC)[Li] (n-butyllithium), CC1(OC(=CC1=O)C)C (2,2,5-trimethyl-3(2H)-furanone). The solvent is O1CCCC1 (tetrahydrofuran), C(C)N(CC)CC (triethylamine), CN(P(=O)(N(C)C)N(C)C)C (Hexamethylphosphoramide), O1CCCC1 (tetrahydrofuran), CCCCCC (hexane), O1CCCC1 (tetrahydrofuran). Run at time 15 minute. The product is CC1(OC(=CC1=O)C=CC1=CC=NC=C1)C (2,2-Dimethyl-5-[2-(4-pyridinyl)ethenyl]-3(2H)-furanone). The yield is 18.6%. RXN SMILES: C(NC(C)C)(C)C.C([Li])CCC.[CH3:13][C:14]1([CH3:21])[C:18](=[O:19])[CH:17]=[C:16]([CH3:20])[O:15]1.[N:22]1[CH:27]=[CH:26][C:25]([CH:28]=O)=[CH:24][CH:23]=1.FC(F)(F)C(OC(=O)C(F)(F)F)=O>O1CCCC1.CCCCCC.C(N(CC)CC)C.CN(C)P(N(C)C)(N(C)C)=O>[CH3:13][C:14]1([CH3:21])[C:18](=[O:19])[CH:17]=[C:16]([CH:20]=[CH:28][C:25]2[CH:26]=[CH:27][N:22]=[CH:23][CH:24]=2)[O:15]1. Procedure: To a solution of dry diisopropylamine (2.6 mL, 19.1 mM) in dry tetrahydrofuran (350 mL) at -78° C., was added dropwise a 2.5M solution of n-butyllithium in hexane (7.6 mL, 19.1 mM). After the reaction solution was stirred for 15 minutes, a solution of 2,2,5-trimethyl-3(2H)-furanone (20 g, 15.9 mM) in tetrahydrofuran (25 mL) was added dropwise. Hexamethylphosphoramide (6.4 mL, 35.7 mM) was then added after 30 minutes. Finally, 4-pyridinecarboxaldehyde (2.5 g, 23.5 mM) in tetrahydrofuran (25 mL) w... Starting materials: C1OC=2C=C(CCN)C=CC2O1 (3,4-methylenedioxyphenethylamine), ClC=1C2=C(N=C(N1)C1=NC=CC=C1)SC(=C2Cl)C (4-chloro-2-(pyridin-2-yl)-5-chloro-6-methyl-thieno-[2,3-d]-pyrimidine). The product is N1=C(C=CC=C1)C=1N=C(C2=C(N1)SC(=C2Cl)C)NCCC2=CC1=C(C=C2)OCO1 (2-(pyridin-2-yl)-4-(3,4-methylenedioxyphenethylamino)-5-chloro-6-methyl-thieno-[2,3-d]-pyrimidine). Reaction SMILES: [CH2:1]1[O:12][C:11]2[CH:10]=[CH:9][C:5]([CH2:6][CH2:7][NH2:8])=[CH:4][C:3]=2[O:2]1.Cl[C:14]1[C:15]2[C:28]([Cl:29])=[C:27]([CH3:30])[S:26][C:16]=2[N:17]=[C:18]([C:20]2[CH:25]=[CH:24][CH:23]=[CH:22][N:21]=2)[N:19]=1>>[N:21]1[CH:22]=[CH:23][CH:24]=[CH:25][C:20]=1[C:18]1[N:19]=[C:14]([NH:8][CH2:7][CH2:6][C:5]2[CH:9]=[CH:10][C:11]3[O:12][CH2:1][O:2][C:3]=3[CH:4]=2)[C:15]2[C:28]([Cl:29])=[C:27]([CH3:30])[S:26][C:16]=2[N:17]=1. Reported procedure: With the procedure of Example 1, the reaction of 3,4-methylenedioxyphenethylamine with 4-chloro-2-(pyridin-2-yl)-5-chloro-6-methyl-thieno-[2,3-d]-pyrimidine yields 2-(pyridin-2-yl)-4-(3,4-methylenedioxyphenethylamino)-5-chloro-6-methyl-thieno-[2,3-d]-pyrimidine. Reactants: BrCCC1=CC=C(C=C1)[N+](=O)[O-] (1-(2-bromoethyl)-4-nitrobenzene), COC=1C=C2CCNCC2=C(C1OC)OC (1,2,3,4-tetrahydro-6,7,8-trimethoxyisoquinoline), C([O-])([O-])=O.[K+].[K+] (potassium carbonate). Solvent: CN(C)C=O (DMF). The product is COC=1C=C2CCN(CC2=C(C1OC)OC)CCC1=CC=C(C=C1)[N+](=O)[O-] (1,2,3,4-Tetrahydro-6,7,8-trimethoxy-2-[2-(4-nitrophenyl)ethyl]isoquinoline). Yield: 61.8%. RXN SMILES: Br[CH2:2][CH2:3][C:4]1[CH:9]=[CH:8][C:7]([N+:10]([O-:12])=[O:11])=[CH:6][CH:5]=1.[CH3:13][O:14][C:15]1[CH:16]=[C:17]2[C:22](=[C:23]([O:27][CH3:28])[C:24]=1[O:25][CH3:26])[CH2:21][NH:20][CH2:19][CH2:18]2.C(=O)([O-])[O-].[K+].[K+]>CN(C=O)C>[CH3:13][O:14][C:15]1[CH:16]=[C:17]2[C:22](=[C:23]([O:27][CH3:28])[C:24]=1[O:25][CH3:26])[CH2:21][N:20]([CH2:2][CH2:3][C:4]1[CH:9]=[CH:8][C:7]([N+:10]([O-:12])=[O:11])=[CH:6][CH:5]=1)[CH2:19][CH2:18]2 |f:2.3.4|. Procedure: A mixture of 1-(2-bromoethyl)-4-nitrobenzene (0.34 g), 1,2,3,4-tetrahydro-6,7,8-trimethoxyisoquinoline [0.33 g; J. Chem. Soc. D, (20), 1296-1297 (1970)] and potassium carbonate (0.5 g) in DMF (20 ml) was heated at 50° for 12 h. The mixture was then filtered and the filtrate evaporated. The residue was taken up in water, extracted with dichloromethane, dried, evaporated and purified by column chromatography eluting with dichloromethane/methanol (99:1) to give the title compound (0.34 g) as a red ...